This data is from the Open Reaction Database (ORD), a public repository of structured organic reaction records. The task is: describe an organic reaction: reactants, conditions, products, and yield Reactants: ClC=1C=CC(=C(C1)C1=CC(N(C=C1OC)C(C(=O)NC1=CC=C(C(=O)OC(C)(C)C)C=C1)CCF)=O)C#N (tert-butyl 4-({2-[4-(5-chloro-2-cyanophenyl)-5-methoxy-2-oxopyridin-1(2H)-yl]-4-fluorobutanoyl}amino)benzoate), C(=O)(C(F)(F)F)O (TFA). Conditions: time 35 minute. Product: ClC=1C=CC(=C(C1)C1=CC(N(C=C1OC)C(C(=O)NC1=CC=C(C(=O)O)C=C1)CCF)=O)C#N (4-({2-[4-(5-Chloro-2-cyanophenyl)-5-methoxy-2-oxopyridin-1(2H)-yl]-4-fluorobutanoyl}amino)benzoic acid). RXN SMILES: [Cl:1][C:2]1[CH:3]=[CH:4][C:5]([C:37]#[N:38])=[C:6]([C:8]2[C:13]([O:14][CH3:15])=[CH:12][N:11]([CH:16]([CH2:33][CH2:34][F:35])[C:17]([NH:19][C:20]3[CH:32]=[CH:31][C:23]([C:24]([O:26]C(C)(C)C)=[O:25])=[CH:22][CH:21]=3)=[O:18])[C:10](=[O:36])[CH:9]=2)[CH:7]=1.C(O)(C(F)(F)F)=O>>[Cl:1][C:2]1[CH:3]=[CH:4][C:5]([C:37]#[N:38])=[C:6]([C:8]2[C:13]([O:14][CH3:15])=[CH:12][N:11]([CH:16]([CH2:33][CH2:34][F:35])[C:17]([NH:19][C:20]3[CH:32]=[CH:31][C:23]([C:24]([OH:26])=[O:25])=[CH:22][CH:21]=3)=[O:18])[C:10](=[O:36])[CH:9]=2)[CH:7]=1. Procedure: 114 mg (211 μmol) of tert-butyl 4-({2-[4-(5-chloro-2-cyanophenyl)-5-methoxy-2-oxopyridin-1(2H)-yl]-4-fluorobutanoyl}amino)benzoate (racemate) and 325 μl (4.22 mmol) of TFA were reacted according to General Method 2. The crude product was purified by preparative HPLC [column: Chromatorex C18, 10 μm, 125 mm×30 mm, mobile phase: acetonitrile/water gradient (0 to 3 min 15% acetonitrile, to 35 min 90% acetonitrile and a further 3 min 90% acetonitrile)]. Yield: 45 mg (44% of theory) The reactants are O[C@H]1CC[C@@H]2[C@@H](OC3=C2C=C(C=C3)O)C1 ((4aS*,9bS*,3S*)-3,8-Dihydroxy-1,2,3,4,4a,9b-hexahydrodibenzofuran), C(=O)([O-])[O-].[K+].[K+] (K2CO3), C(C=C)Br (allyl bromide). Solvent: CC(=O)C (acetone). The product is OC1CCC2C(OC3=C2C=C(C=C3)OCC=C)C1 (3-Hydroxy-1,2,3,4,4a,9b-hexahydro-8-(2-propenyloxy)dibenzofuran). The yield is 61.0%. Reaction SMILES: [OH:1][C@@H:2]1[CH2:15][C@@H:6]2[O:7][C:8]3[CH:13]=[CH:12][C:11]([OH:14])=[CH:10][C:9]=3[C@@H:5]2[CH2:4][CH2:3]1.C([O-])([O-])=O.[K+].[K+].[CH2:22](Br)[CH:23]=[CH2:24]>CC(C)=O>[OH:1][CH:2]1[CH2:15][CH:6]2[O:7][C:8]3[CH:13]=[CH:12][C:11]([O:14][CH2:24][CH:23]=[CH2:22])=[CH:10][C:9]=3[CH:5]2[CH2:4][CH2:3]1 |f:1.2.3|. Procedure details: A mixture of 1.40 g (6.86 mmol) of the product of Example 5, Step A, 2.5 g (mmol) of K2CO3 and 2.4 g (mmol) of allyl bromide in 10 mL of dry acetone was heated under reflux for 18 h. The solution was partitioned between ether and water and the aqueous layer was extracted with ether. The organic extractes were washed with saturated Na2CO3 solution and brine, and the combined extracts were dried over MgSO4 and concentrated to an oil. This crystallized from ethyl acetate-hexane to afford 1.03 g of ... Starting materials: C1CCOC1, CO, COCOc1ccc(-c2ccc3c(C=Cc4ccc(OC)c(OC)c4)nn(S(=O)(=O)c4c(C)cc(C)cc4C)c3c2)cc1OC, [K+], [OH-], O, O=C(O)CC(O)(CC(=O)O)C(=O)O. Product: COCOc1ccc(-c2ccc3c(C=Cc4ccc(OC)c(OC)c4)n[nH]c3c2)cc1OC. As a reaction SMILES: [CH2:64]1[O:65][CH2:66][CH2:67][CH2:68]1.[CH3:4][OH:5].[CH3:6][O:7][c:8]1[cH:9][c:10]([CH:16]=[CH:17][c:18]2[n:19][n:20]([S:39]([c:40]3[c:41]([CH3:42])[cH:43][c:44]([CH3:45])[cH:46][c:47]3[CH3:48])(=[O:49])=[O:50])[c:21]3[cH:22][c:23](-[c:27]4[cH:28][c:29]([O:37][CH3:38])[c:30]([O:33][CH2:34][O:35][CH3:36])[cH:31][cH:32]4)[cH:24][cH:25][c:26]23)[cH:11][cH:12][c:13]1[O:14][CH3:15].[K+:2].[OH-:1].[OH2:3].[OH:51][C:52]([CH2:53][C:54]([C:55](=[O:56])[OH:57])([CH2:58][C:59](=[O:60])[OH:61])[OH:62])=[O:63]>>[CH3:6][O:7][c:8]1[cH:9][c:10]([CH:16]=[CH:17][c:18]2[n:19][nH:20][c:21]3[cH:22][c:23](-[c:27]4[cH:28][c:29]([O:37][CH3:38])[c:30]([O:33][CH2:34][O:35][CH3:36])[cH:31][cH:32]4)[cH:24][cH:25][c:26]23)[cH:11][cH:12][c:13]1[O:14][CH3:15]. Reactants: [OH-].[K+] (KOH), C1(CC1)C(O)(C=1SC(=NN1)S)C1CC1 (dicyclopropyl(5-mercapto-1,3,4-thiadiazol-2-yl)methanol), BrC1=CC=C2C(=CC(OC2=C1)=O)C=1C=NC=CC1 (7-bromo-4-pyridin-3-yl-2H-chromen-2-one). The solvent is CO (MeOH). Run at temperature 120 celsius, time 16 hour. Product: C1(CC1)C(C1=NN=C(S1)SC1=CC=C2C(=CC(OC2=C1)=O)C=1C=NC=CC1)(O)C1CC1 (7-({5-[Dicyclopropyl(hydroxyl)methyl]-1,3,4-thiadiazol-2-yl}thio)-4-pyridine-3-yl-2H-chromen-2-one). Reaction SMILES: [OH-].[K+].[CH:3]1([C:6]([CH:14]2[CH2:16][CH2:15]2)([C:8]2[S:9][C:10]([SH:13])=[N:11][N:12]=2)[OH:7])[CH2:5][CH2:4]1.Br[C:18]1[CH:27]=[C:26]2[C:21]([C:22]([C:29]3[CH:30]=[N:31][CH:32]=[CH:33][CH:34]=3)=[CH:23][C:24](=[O:28])[O:25]2)=[CH:20][CH:19]=1>CO>[CH:14]1([C:6]([CH:3]2[CH2:5][CH2:4]2)([OH:7])[C:8]2[S:9][C:10]([S:13][C:18]3[CH:27]=[C:26]4[C:21]([C:22]([C:29]5[CH:30]=[N:31][CH:32]=[CH:33][CH:34]=5)=[CH:23][C:24](=[O:28])[O:25]4)=[CH:20][CH:19]=3)=[N:11][N:12]=2)[CH2:15][CH2:16]1 |f:0.1|. Procedure: KOH (0.089 g, 1.59 mmol) was added to a solution of dicyclopropyl(5-mercapto-1,3,4-thiadiazol-2-yl)methanol (0.363 g, 1.60 mmol) in dry MeOH. When a solution was obtained, the reaction mixture was concentrated to dryness. Dry toluene was then added and the mixture was concentrated to dryness again. The residue was dissolved in NMP, 7-bromo-4-pyridin-3-yl-2H-chromen-2-one (400 mg, 1.32 mmol) was added and the resulting mixture was stirred at 120° C. for 16 h. The reaction mixture was cooled and p... The reactants are C([O-])([O-])=O.[K+].[K+] (Potassium carbonate), COC(N[C@@H](C(C)C)C(=O)N1[C@@H](CCC1)C=1NC=C(N1)C1=CC=C(C=C1)B1OC(C(O1)(C)C)(C)C)=O ([(S)-2-methyl-1-((S)-2-{4-[4-(4,4,5,5-tetramethyl-[1,3,2]dioxaborolan-2-yl)-phenyl]-1H-imidazol-2-yl}-pyrrolidine-1-carbonyl)-propyl]-carbamic acid methyl ester), C(C)(C)(C)OC(=O)N1[C@H](CN([C@@H](C1)C)C1=NC=C(C=C1)C(NC1=C(C=C(C(=C1)OC(F)(F)F)Br)F)=O)C ((2S,5R)-4-[5-(4-bromo-2-fluoro-5-trifluoromethoxy-phenylcarbamoyl)-pyridin-2-yl]-2,5-dimethyl-piperazine-1-carboxylic acid tert-butyl ester). Reagents/catalysts: C=1C=CC(=CC1)[P](C=2C=CC=CC2)(C=3C=CC=CC3)[Pd]([P](C=4C=CC=CC4)(C=5C=CC=CC5)C=6C=CC=CC6)([P](C=7C=CC=CC7)(C=8C=CC=CC8)C=9C=CC=CC9)[P](C=1C=CC=CC1)(C=1C=CC=CC1)C=1C=CC=CC1 (Tetrakis(triphenylphosphine)palladium(0)). Run in C1(=CC=CC=C1)C (toluene), O (water). Conditions: temperature 100 celsius. Yields the product C(C)(C)(C)OC(=O)N1[C@H](CN([C@@H](C1)C)C1=NC=C(C=C1)C(NC1=CC(=C(C=C1F)C1=CC=C(C=C1)C=1N=C(NC1)[C@H]1N(CCC1)C([C@H](C(C)C)NC(=O)OC)=O)OC(F)(F)F)=O)C ((2S,5R)-4-[5-(5-fluoro-4′-{2-[(S)-1-((S)-2-methoxycarbonylamino-3-methyl-butyryl)-pyrrolidin-2-yl]-1H-imidazol-4-yl}-2-trifluoromethoxy-biphenyl-4-ylcarbamoyl)-pyridin-2-yl]-2,5-dimethyl-piperazine-1-carboxylic acid tert-butyl ester). RXN SMILES: C(=O)([O-])[O-].[K+].[K+].[CH3:7][O:8][C:9](=[O:42])[NH:10][C@H:11]([C:15]([N:17]1[CH2:21][CH2:20][CH2:19][C@H:18]1[C:22]1[NH:23][CH:24]=[C:25]([C:27]2[CH:32]=[CH:31][C:30](B3OC(C)(C)C(C)(C)O3)=[CH:29][CH:28]=2)[N:26]=1)=[O:16])[CH:12]([CH3:14])[CH3:13].[C:43]([O:47][C:48]([N:50]1[CH2:55][C@@H:54]([CH3:56])[N:53]([C:57]2[CH:62]=[CH:61][C:60]([C:63](=[O:78])[NH:64][C:65]3[CH:70]=[C:69]([O:71][C:72]([F:75])([F:74])[F:73])[C:68](Br)=[CH:67][C:66]=3[F:77])=[CH:59][N:58]=2)[CH2:52][C@@H:51]1[CH3:79])=[O:49])([CH3:46])([CH3:45])[CH3:44]>C1(C)C=CC=CC=1.O.C1C=CC([P]([Pd]([P](C2C=CC=CC=2)(C2C=CC=CC=2)C2C=CC=CC=2)([P](C2C=CC=CC=2)(C2C=CC=CC=2)C2C=CC=CC=2)[P](C2C=CC=CC=2)(C2C=CC=CC=2)C2C=CC=CC=2)(C2C=CC=CC=2)C2C=CC=CC=2)=CC=1>[C:43]([O:47][C:48]([N:50]1[CH2:55][C@@H:54]([CH3:56])[N:53]([C:57]2[CH:62]=[CH:61][C:60]([C:63](=[O:78])[NH:64][C:65]3[C:66]([F:77])=[CH:67][C:68]([C:30]4[CH:31]=[CH:32][C:27]([C:25]5[N:26]=[C:22]([C@@H:18]6[CH2:19][CH2:20][CH2:21][N:17]6[C:15](=[O:16])[C@@H:11]([NH:10][C:9]([O:8][CH3:7])=[O:42])[CH:12]([CH3:14])[CH3:13])[NH:23][CH:24]=5)=[CH:28][CH:29]=4)=[C:69]([O:71][C:72]([F:75])([F:74])[F:73])[CH:70]=3)=[CH:59][N:58]=2)[CH2:52][C@@H:51]1[CH3:79])=[O:49])([CH3:46])([CH3:45])[CH3:44] |f:0.1.2,^1:91,93,112,131|. Procedure details: Potassium carbonate (470 mg, 3.4 mmol) was added to a solution of [(S)-2-methyl-1-((S)-2-{4-[4-(4,4,5,5-tetramethyl-[1,3,2]dioxaborolan-2-yl)-phenyl]-1H-imidazol-2-yl}-pyrrolidine-1-carbonyl)-propyl]-carbamic acid methyl ester (340 mg, 0.68 mmol) and (2S,5R)-4-[5-(4-bromo-2-fluoro-5-trifluoromethoxy-phenylcarbamoyl)-pyridin-2-yl]-2,5-dimethyl-piperazine-1-carboxylic acid tert-butyl ester (400 mg, 0.68 mmol; Preparation 49) dissolved in toluene (2.5 mL) and water (0.73 mL). The reaction mixture w... As a reaction SMILES: [C:1]([O:4][CH2:5][CH2:6][N:7]([CH2:14][CH2:15][O:16][C:17](=[O:19])[CH3:18])[C:8]1[CH:13]=[CH:12][CH:11]=[CH:10][CH:9]=1)(=[O:3])[CH3:2].P(Cl)(Cl)(Cl)=O.CN([CH:28]=[O:29])C>>[C:17]([O:16][CH2:15][CH2:14][N:7]([CH2:6][CH2:5][O:4][C:1](=[O:3])[CH3:2])[C:8]1[CH:13]=[CH:12][C:11]([CH:28]=[O:29])=[CH:10][CH:9]=1)(=[O:19])[CH3:18]. Procedure details: N,N-Di-(2-acetoxyethyl)aniline (A6) (126 g, 0.476 mol) was reacted with phosphorous oxychloride (80.3 g, 0.524 mol) in DMF as for A2 in Example 3. The product was distilled at 155°-175° C. (0.15 mm) to yield 130 g (93%) of A7 as an orange oil. The product is C(C)(=O)OCCN(C1=CC=C(C=O)C=C1)CCOC(C)=O (4-[Di-(2-acetoxyethyl)amino]benzaldehyde). Starting materials: C(C)(=O)OCCN(C1=CC=CC=C1)CCOC(C)=O (N,N-Di-(2-acetoxyethyl)aniline), P(=O)(Cl)(Cl)Cl (phosphorous oxychloride), CN(C)C=O (DMF). Isolated yield 93.0%. The reactants are COc1ccc(C2CCCc3cc(O[Si](C)(C)C(C)(C)C)ccc3C2)c(CCN)c1, CCN(Cc1ccc(OCCN2CCCC2)cc1)c1cc(OC)ccc1C1CCCc2cc(O[Si](C)(C)C(C)(C)C)ccc2C1, Cl, O=C(O)c1ccc(OCCN2CCCC2)cc1. The product is CCN(Cc1ccc(OCCN2CCCC2)cc1)c1cc(OC)ccc1C1CCCc2cc(O)ccc2C1. As a reaction SMILES: [C:1]([Si:2]([CH3:3])([CH3:4])[O:5][c:6]1[cH:7][cH:8][c:9]2[c:26]([cH:27]1)[CH2:25][CH2:24][CH2:23][CH:11]([c:12]1[cH:13][cH:14][c:15]([O:16][CH3:17])[cH:18][c:19]1[CH2:20][CH2:21][NH2:22])[CH2:10]2)([CH3:28])([CH3:29])[CH3:30].[C:49]([Si:50]([CH3:51])([CH3:52])[O:54][c:55]1[cH:56][cH:57][c:58]2[c:59]([cH:91]1)[CH2:60][CH2:61][CH2:62][CH:63]([c:65]1[c:66]([N:73]([CH2:74][c:75]3[cH:76][cH:77][c:78]([O:81][CH2:82][CH2:83][N:84]4[CH2:85][CH2:86][CH2:87][CH2:88]4)[cH:79][cH:80]3)[CH2:89][CH3:90])[cH:67][c:68]([O:71][CH3:72])[cH:69][cH:70]1)[CH2:64]2)([CH3:53])([CH3:92])[CH3:93].[ClH:31].[N:32]1([CH2:33][CH2:34][O:35][c:36]2[cH:37][cH:38][c:39]([C:40]([OH:41])=[O:42])[cH:43][cH:44]2)[CH2:45][CH2:46][CH2:47][CH2:48]1>>[OH:54][c:55]1[cH:56][cH:57][c:58]2[c:59]([cH:91]1)[CH2:60][CH2:61][CH2:62][CH:63]([c:65]1[c:66]([N:73]([CH2:74][c:75]3[cH:76][cH:77][c:78]([O:81][CH2:82][CH2:83][N:84]4[CH2:85][CH2:86][CH2:87][CH2:88]4)[cH:79][cH:80]3)[CH2:89][CH3:90])[cH:67][c:68]([O:71][CH3:72])[cH:69][cH:70]1)[CH2:64]2. The reactants are C=O (formaldehyde), C1(CC1)N[C@@H]1[C@]2(C)[C@@H](CC1)[C@@H]1CC=C3C[C@H](CC[C@]3(C)[C@H]1CC2)O (17β-(cyclopropylamino)androst-5-en-3β-ol), [OH-].[Na+] (sodium hydroxide). The solvent is C(=O)O (formic acid). The product is CN([C@@H]1[C@]2(C)[C@@H](CC1)[C@@H]1CC=C3C[C@H](CC[C@]3(C)[C@H]1CC2)O)C2CC2 (17β-[N-methyl(cyclopropylamino)]androst-5-en-3β-ol). As a reaction SMILES: [CH2:1]=O.[CH:3]1([NH:6][C@H:7]2[CH2:12][CH2:11][C@H:10]3[C@H:13]4[C@H:23]([CH2:24][CH2:25][C@:8]23[CH3:9])[C@:21]2([CH3:22])[C:16]([CH2:17][C@@H:18]([OH:26])[CH2:19][CH2:20]2)=[CH:15][CH2:14]4)[CH2:5][CH2:4]1.[OH-].[Na+]>C(O)=O>[CH3:1][N:6]([CH:3]1[CH2:4][CH2:5]1)[C@H:7]1[CH2:12][CH2:11][C@H:10]2[C@H:13]3[C@H:23]([CH2:24][CH2:25][C@:8]12[CH3:9])[C@:21]1([CH3:22])[C:16]([CH2:17][C@@H:18]([OH:26])[CH2:19][CH2:20]1)=[CH:15][CH2:14]3 |f:2.3|. Procedure: To a mixture of 10 ml of formic acid and 5 ml of formaldehyde was added 1.4 g of 17β-(cyclopropylamino)androst-5-en-3β-ol. The mixture was heated at reflux for 5 hours, the volume was then reduced to 7.5 ml in vacuo, and 10 ml of 50% (w/w) aqueous sodium hydroxide was added. The aqueous layer was separated and extracted with ethyl acetate and the combined organic extracts were dried over magnesium sulfate The solvent was then removed in vacuo and the product was purified by flash chromatography ... Reactants: 1h, C([O-])([O-])=O.[K+].[K+] (potassium carbonate), CC1=C(N=CN1C(C1=CC=CC=C1)(C1=CC=CC=C1)C1=CC=CC=C1)C=O (5-methyl-1-(triphenylmethyl)-1H-imidazole-4-carboxaldehyde), Cl.CN (methylamine hydrochloride), 0.5h, C(#N)[BH3-].[Na+] (sodium cyanoborohydride), 2h, Cl (hydrochloric acid). Solvent: O (water), CO (methanol), O (water). Yield: 104.9%. Product: CNCC=1N=CN(C1C)C(C1=CC=CC=C1)(C1=CC=CC=C1)C1=CC=CC=C1 (N,5-Dimethyl-1-(triphenylmethyl)-1H-imidazole-4-methanamine). Reaction SMILES: [CH3:1][C:2]1[N:6]([C:7]([C:20]2[CH:25]=[CH:24][CH:23]=[CH:22][CH:21]=2)([C:14]2[CH:19]=[CH:18][CH:17]=[CH:16][CH:15]=2)[C:8]2[CH:13]=[CH:12][CH:11]=[CH:10][CH:9]=2)[CH:5]=[N:4][C:3]=1[CH:26]=O.Cl.CN.[C:31]([BH3-])#[N:32].[Na+].Cl.C(=O)([O-])[O-].[K+].[K+]>CO.O>[CH3:31][NH:32][CH2:26][C:3]1[N:4]=[CH:5][N:6]([C:7]([C:8]2[CH:9]=[CH:10][CH:11]=[CH:12][CH:13]=2)([C:14]2[CH:15]=[CH:16][CH:17]=[CH:18][CH:19]=2)[C:20]2[CH:25]=[CH:24][CH:23]=[CH:22][CH:21]=2)[C:2]=1[CH3:1] |f:1.2,3.4,6.7.8|. Run at time 1 hour. Procedure: A mixture of 5-methyl-1-(triphenylmethyl)-1H-imidazole-4-carboxaldehyde (3.2 g) and methylamine hydrochloride (3.6 g) in methanol (60 ml) was stirred at room temperature for 1h. The mixture was then cooled to 0°, treated with sodium cyanoborohydride (0.62 g) for 2h and water (40 ml) was added. The resulting mixture was then stirred at 20° for 0.5h, cooled to 0° and treated with concentrated hydrochloric acid (10 ml). The mixture was then allowed to warm to 20°, and stirred at 20 for a further 1h...